This data is from the Open Reaction Database (ORD), a public repository of structured organic reaction records. The task is: describe an organic reaction: reactants, conditions, products, and yield Starting materials: N1C(CCC1)C=1C=NC=CC1 (3-(pyrolidin-2-yl)-pyridine), C1(=CC=C(C=C1)S(=O)(=O)Cl)C (toluene-4-sulfonyl chloride). Yields the product C1(=CC=C(C=C1)S(=O)(=O)N1C(CCC1)C=1C=NC=CC1)C ((RS)-3-[1-(Toluene-4-sulfonyl)-pyrrolidin-2-yl]-pyridine). RXN SMILES: [NH:1]1[CH2:5][CH2:4][CH2:3][CH:2]1[C:6]1[CH:7]=[N:8][CH:9]=[CH:10][CH:11]=1.[C:12]1([CH3:22])[CH:17]=[CH:16][C:15]([S:18](Cl)(=[O:20])=[O:19])=[CH:14][CH:13]=1>>[C:12]1([CH3:22])[CH:17]=[CH:16][C:15]([S:18]([N:1]2[CH2:5][CH2:4][CH2:3][CH:2]2[C:6]2[CH:7]=[N:8][CH:9]=[CH:10][CH:11]=2)(=[O:20])=[O:19])=[CH:14][CH:13]=1. Reported procedure: The title compound, white solid, m.p. 112° C., and MS: m/e=302 (M+) was prepared in accordance with the general method of example 1e from 3-(pyrolidin-2-yl)-pyridine and toluene-4-sulfonyl chloride. Reactants: BrC(C(C(C)(C)C)=O)N1N=C(C2=CC=C(C=C12)OC)C(C(C)(C)Br)=O (1-bromo-1-[3-(2-bromo-2-methylpropanoyl)-6-methoxy-1H-indazol-1-yl]-3,3-dimethylbutan-2-one), P(OC)(OC)OC (trimethyl phosphite). Yields the product P(=O)(O\C(=C/N1N=C(C2=CC=C(C=C12)OC)C(=C(C)C)OP(=O)(OC)OC)\C(C)(C)C)(OC)OC ((Z)-1-tert-Butyl-2-(3-{1-[(dimethoxyphosphoryl)oxy]-2-methylprop-1-en-1-yl}-6-methoxy-1H-indazol-1-yl)vinyl dimethyl phosphate). Procedure details: The title compound was prepared from 1-bromo-1-[3-(2-bromo-2-methylpropanoyl)-6-methoxy-1H-indazol-1-yl]-3,3-dimethylbutan-2-one from Step A above and trimethyl phosphite using the method in Method I Step B of Example 1. It was purified by RP-HPLC using 10-80% MeCN gradient without TFA. 1H NMR (CDCl3, 500 MHz) δ 7.68 (d, 8.9 Hz, 1H), 6.865 (dd, 2.1 & 8.9 Hz, 1H), 6.71 (d, JH-P=3.0 Hz, 1H), 6.67 (d, 2.0 Hz, 1H), 3.89 (s, 3M), 3.63 (d, JH-P=11.2 Hz, 6H), 3.36 (d, JH-P=11.6 Hz, 6H), 2.02 (d, JH-P=2... Reaction SMILES: Br[CH:2]([N:9]1[C:17]2[C:12](=[CH:13][CH:14]=[C:15]([O:18][CH3:19])[CH:16]=2)[C:11]([C:20](=[O:25])[C:21](Br)([CH3:23])[CH3:22])=[N:10]1)[C:3](=[O:8])[C:4]([CH3:7])([CH3:6])[CH3:5].[P:26]([O:31]C)([O:29][CH3:30])[O:27][CH3:28]>>[P:26]([O:27][CH3:28])([O:29][CH3:30])([O:8]/[C:3](/[C:4]([CH3:7])([CH3:6])[CH3:5])=[CH:2]\[N:9]1[C:17]2[C:12](=[CH:13][CH:14]=[C:15]([O:18][CH3:19])[CH:16]=2)[C:11]([C:20]([O:25][P:26]([O:29][CH3:30])([O:27][CH3:28])=[O:31])=[C:21]([CH3:23])[CH3:22])=[N:10]1)=[O:31]. Reactants: COC(C(CC1CCCC1)C1=CC=C(C=C1)N1CCOCC1)=O (3-cyclopentyl-2-(4-morpholin-4-yl-phenyl)-propionic acid methyl ester), [OH-].[Li+] (lithium hydroxide). Solvent: O1CCCC1 (tetrahydrofuran). Reaction conditions: temperature 25 celsius, time 23 hour. Product: hexanes diethyl ether, C1(CCCC1)CC(C(=O)O)C1=CC=C(C=C1)N1CCOCC1 (3-cyclopentyl-2-(4-morpholin-4-yl-phenyl)-propionic acid). Isolated yield 86.7%. RXN SMILES: C[O:2][C:3](=[O:23])[CH:4]([C:11]1[CH:16]=[CH:15][C:14]([N:17]2[CH2:22][CH2:21][O:20][CH2:19][CH2:18]2)=[CH:13][CH:12]=1)[CH2:5][CH:6]1[CH2:10][CH2:9][CH2:8][CH2:7]1.[OH-].[Li+]>O1CCCC1>[CH:6]1([CH2:5][CH:4]([C:11]2[CH:12]=[CH:13][C:14]([N:17]3[CH2:22][CH2:21][O:20][CH2:19][CH2:18]3)=[CH:15][CH:16]=2)[C:3]([OH:23])=[O:2])[CH2:10][CH2:9][CH2:8][CH2:7]1 |f:1.2|. Procedure: A solution of 3-cyclopentyl-2-(4-morpholin-4-yl-phenyl)-propionic acid methyl ester (210.8 mg, 0.66 mmol) in tetrahydrofuran (830 μL) was treated with a 0.8M aqueous lithium hydroxide solution (1.2 mL). The reaction mixture was stirred at 25° C. for 23 h and then concentrated in vacuo to remove tetrahydrofuran. The white residue was acidified to pH=2 with a 10% aqueous hydrochloric solution. The resulting aqueous phase was extracted with ethyl acetate (2×75 mL). The combined organic extracts wer... Reactants: ClC1=CC=C(C=C1)CC(C)(C)C(=O)C1=CC=C(C=C1)Cl (4-chlorophenyl 4-chlorophenyl-tert.-butyl ketone), C[O-].[Na+] (sodium methylate), S(=O)(=O)(OC)OC (dimethyl sulphate), CSC (dimethyl sulphide). Run in C(C)#N (acetonitrile), C(C)#N (acetonitrile). Reaction conditions: time 12 hour. Yields the product ClC1=CC=C(C=C1)C1(OC1)C(CC1=CC=C(C=C1)Cl)(C)C (2-(4-chlorophenyl)-2-(4-chlorophenyl-tert.-butyl)-oxirane). The yield is 85.1%. Reaction SMILES: S([O:6][CH3:7])(OC)(=O)=O.CSC.[Cl:11][C:12]1[CH:17]=[CH:16][C:15]([CH2:18][C:19]([C:22]([C:24]2[CH:29]=[CH:28][C:27]([Cl:30])=[CH:26][CH:25]=2)=O)([CH3:21])[CH3:20])=[CH:14][CH:13]=1.C[O-].[Na+]>C(#N)C>[Cl:11][C:12]1[CH:13]=[CH:14][C:15]([C:18]2([C:19]([CH3:21])([CH3:20])[CH2:22][C:24]3[CH:25]=[CH:26][C:27]([Cl:30])=[CH:28][CH:29]=3)[CH2:7][O:6]2)=[CH:16][CH:17]=1 |f:3.4|. Procedure details: A solution of 59.2 g (0.47 mol) of dimethyl sulphate and 32 g (0.517 mol) of dimethyl sulphide in 270 ml of acetonitrile is stirred at room temperature for 5 days. A solution of 81.5 g (0.2655 mol) of 4-chlorophenyl 4-chlorophenyl-tert.-butyl ketone in 80 ml of acetonitrile is then added dropwise at 20° to 25° C. in the course of about 2 hours. 28.7 g (0.53 mol) of sodium methylate are added at the same temperature. The entire reaction mixture is subsequently stirred for 12 hours and is then con... Reactants: ClC=1C=C(C=C(C1)Cl)C1(CC(=NO1)C=1C=CC(=C(C1)[N+](=O)[O-])C)C(F)(F)F (5-[5-(3,5-dichlorophenyl)-5-trifluoromethyl-4,5-dihydroisoxazol-3-yl]-2-methylnitrobenzene), C(C)(=O)O (acetic acid). Reagents/catalysts: [Fe] (iron), [Fe] (iron). The solvent is C(C)O (ethanol). Run at time 15 minute. Yields the product ClC=1C=C(C=C(C1)Cl)C1(CC(=NO1)C=1C=CC(=C(N)C1)C)C(F)(F)F (5-[5-(3,5-dichlorophenyl)-5-trifluoromethyl-4,5-dihydroisoxazol-3-yl]-2-methylaniline). The yield is 74.1%. Reaction SMILES: C(O)(=O)C.[Cl:5][C:6]1[CH:7]=[C:8]([C:13]2([C:28]([F:31])([F:30])[F:29])[O:17][N:16]=[C:15]([C:18]3[CH:19]=[CH:20][C:21]([CH3:27])=[C:22]([N+:24]([O-])=O)[CH:23]=3)[CH2:14]2)[CH:9]=[C:10]([Cl:12])[CH:11]=1>C(O)C.[Fe]>[Cl:5][C:6]1[CH:7]=[C:8]([C:13]2([C:28]([F:30])([F:29])[F:31])[O:17][N:16]=[C:15]([C:18]3[CH:19]=[CH:20][C:21]([CH3:27])=[C:22]([CH:23]=3)[NH2:24])[CH2:14]2)[CH:9]=[C:10]([Cl:12])[CH:11]=1. Procedure: To an aqueous 2.5% acetic acid solution (19 ml) was added an iron powder (10-20 mesh; 1.89 g), followed by a suspension of 5-[5-(3,5-dichlorophenyl)-5-trifluoromethyl-4,5-dihydroisoxazol-3-yl]-2-methylnitrobenzene (4.62 g) obtained by Reference Production Example 12 in ethanol (29 ml) at 75° C., and then the mixture was stirred at the same temperature for 15 minutes. To the mixture was further added an iron powder (1.80 g) at the same temperature, and the mixture was stirred at the same temperat... Yields the product ClC=1C(=C(CN2C3=CC=CC=C3C=3C=C(N=CC23)C(=O)NOC)C(=CC1)F)F (9-(3-Chloro-2,6-difluorobenzyl)-N-methoxy-9H-β-carboline-3-carboxamide). As a reaction SMILES: [Cl:1][C:2]1[C:3]([F:26])=[C:4]([C:22]([F:25])=[CH:23][CH:24]=1)[CH2:5][N:6]1[C:18]2[CH:17]=[N:16][C:15]([C:19](O)=[O:20])=[CH:14][C:13]=2[C:12]2[C:7]1=[CH:8][CH:9]=[CH:10][CH:11]=2.Cl.[CH3:28][O:29][NH2:30]>>[Cl:1][C:2]1[C:3]([F:26])=[C:4]([C:22]([F:25])=[CH:23][CH:24]=1)[CH2:5][N:6]1[C:18]2[CH:17]=[N:16][C:15]([C:19]([NH:30][O:29][CH3:28])=[O:20])=[CH:14][C:13]=2[C:12]2[C:7]1=[CH:8][CH:9]=[CH:10][CH:11]=2 |f:1.2|. Reported procedure: The title compound is prepared by coupling of 9-(3-chloro-2,6-difluorobenzyl)-9H-β-carboline-3-carboxylic acid and O-methyl hydroxylamine hydrochloride under conditions similar to those provided in step (b) of example 7. Reactants: ClC=1C(=C(CN2C3=CC=CC=C3C=3C=C(N=CC23)C(=O)O)C(=CC1)F)F (9-(3-chloro-2,6-difluorobenzyl)-9H-β-carboline-3-carboxylic acid), Cl.CON (O-methyl hydroxylamine hydrochloride). The reactants are NC=1C=CC(=C(C1)C1=CC=C(C=C1)C(=O)NCC1CC1)C (5′-Amino-N-(cyclopropylmethyl)-2′-methyl-1,1′-biphenyl-4-carboxamide), C(CC(C)C)(=O)O (isovaleric acid), resin. Solvent: C1CCOC1 (THF). Run at time 72 hour. Yields the product C1(CC1)CNC(=O)C1=CC=C(C=C1)C1=CC(=CC=C1C)NC(CC(C)C)=O (N-(4′-{[(Cyclopropylmethyl)amino]carbonyl}-6-methyl- 1,1′-biphenyl-3-yl)isovaleramide). RXN SMILES: [NH2:1][C:2]1[CH:3]=[CH:4][C:5]([CH3:21])=[C:6]([C:8]2[CH:13]=[CH:12][C:11]([C:14]([NH:16][CH2:17][CH:18]3[CH2:20][CH2:19]3)=[O:15])=[CH:10][CH:9]=2)[CH:7]=1.[C:22](O)(=[O:27])[CH2:23][CH:24]([CH3:26])[CH3:25]>C1COCC1>[CH:18]1([CH2:17][NH:16][C:14]([C:11]2[CH:12]=[CH:13][C:8]([C:6]3[C:5]([CH3:21])=[CH:4][CH:3]=[C:2]([NH:1][C:22](=[O:27])[CH2:23][CH:24]([CH3:26])[CH3:25])[CH:7]=3)=[CH:9][CH:10]=2)=[O:15])[CH2:20][CH2:19]1. Reported procedure: 5′-Amino-N-(cyclopropylmethyl)-2′-methyl-1,1′-biphenyl-4-carboxamide (30 mg, 0.11 mmol) and isovaleric acid (25.5 mg, 0.25 mmol) were mixed in THF (3 ml). Carbodiimde resin (295 mg, 0.31 mmol) was added and shaking continued for 72 h. The reaction was filtered, the resin washed with THF and methanol and the combined filtrate and washings filtered through an SPE (SCX), to give, after evaporation of the solvent under vacuum, N-(4′-{[(cyclopropylmethyl)amino]carbonyl}-6-methyl-1,1′-biphenyl-3-yl)is... Starting materials: C(C)C(CCC=1C(=NC(=CC1)Cl)Cl)O (ethyl 3-(2,6-dichloropyridin-3-yl)propan-1-ol), FC1=CC=C(C=C1)C=1OC2=C(C1C(=O)NC)C=C(C(=C2)N(S(=O)(=O)C)C)B2OC(C(O2)(C)C)(C)C (2-(4-fluorophenyl)-N-methyl-6-(N-methylmethylsulfonamido)-5-(4,4,5,5-tetramethyl-1,3,2-dioxaborolan-2-yl)benzofuran-3-carboxamide), CC1(C2=C(C(=CC=C2)P(C3=CC=CC=C3)C4=CC=CC=C4)OC5=C(C=CC=C51)P(C6=CC=CC=C6)C7=CC=CC=C7)C.C1(=CC=CC=C1)C1=CC=CC=C1 (XantPhos Biphenyl), C([O-])([O-])=O.[Cs+].[Cs+] (cesium carbonate). The solvent is O (water), O1CCOCC1 (1,4-Dioxane). Reaction conditions: temperature 70 celsius. Yields the product ClC1=C(C=CC(=N1)C=1C(=CC2=C(C(=C(O2)C2=CC=C(C=C2)F)C(=O)NC)C1)N(S(=O)(=O)C)C)CCCO (5-(6-chloro-5-(3-hydroxypropyl)pyridin-2-yl)-2-(4-fluorophenyl)-N-methyl-6-(N-methylmethylsulfonamido)benzofuran-3-carboxamide). Reaction SMILES: C([CH:3]([OH:14])[CH2:4][CH2:5][C:6]1[C:7]([Cl:13])=[N:8][C:9](Cl)=[CH:10][CH:11]=1)C.[F:15][C:16]1[CH:21]=[CH:20][C:19]([C:22]2[O:23][C:24]3[CH:34]=[C:33]([N:35]([CH3:40])[S:36]([CH3:39])(=[O:38])=[O:37])[C:32](B4OC(C)(C)C(C)(C)O4)=[CH:31][C:25]=3[C:26]=2[C:27]([NH:29][CH3:30])=[O:28])=[CH:18][CH:17]=1.CC1(C)C2C(=C(P(C3C=CC=CC=3)C3C=CC=CC=3)C=CC=2)OC2C(P(C3C=CC=CC=3)C3C=CC=CC=3)=CC=CC1=2.C1(C2C=CC=CC=2)C=CC=CC=1.C(=O)([O-])[O-].[Cs+].[Cs+]>O.O1CCOCC1>[Cl:13][C:7]1[N:8]=[C:9]([C:32]2[C:33]([N:35]([CH3:40])[S:36]([CH3:39])(=[O:38])=[O:37])=[CH:34][C:24]3[O:23][C:22]([C:19]4[CH:20]=[CH:21][C:16]([F:15])=[CH:17][CH:18]=4)=[C:26]([C:27]([NH:29][CH3:30])=[O:28])[C:25]=3[CH:31]=2)[CH:10]=[CH:11][C:6]=1[CH2:5][CH2:4][CH2:3][OH:14] |f:2.3,4.5.6|. Procedure: To a mixture of ethyl 3-(2,6-dichloropyridin-3-yl)propan-1-ol (180 mg, 0.873 mmol), 2-(4-fluorophenyl)-N-methyl-6-(N-methylmethylsulfonamido)-5-(4,4,5,5-tetramethyl-1,3,2-dioxaborolan-2-yl)benzofuran-3-carboxamide (439 mg, 0.873 mmol), XantPhos Biphenyl precatalyst (78 mg, 0.087 mmol), and cesium carbonate (854 mg, 2.62 mmol) was added 1,4-Dioxane (7.3 mL) and water (1.5 mL). A steady stream of N2 was bubbled through the reaction mixture for 5 minutes then the mixture was heated to 70° C. for 4 ... The reactants are C1COCCN1, CCN=C=NCCCN(C)C, CCOC(C)=O, O=Cc1cnn2c(NC3CC3)cc(-c3ccc(F)c(C(=O)O)c3)nc12, CN(C)C=O, On1nnc2ccccc21. Yields the product O=Cc1cnn2c(NC3CC3)cc(-c3ccc(F)c(C(=O)N4CCOCC4)c3)nc12. RXN SMILES: [CH2:47]1[CH2:48][O:49][CH2:50][CH2:51][NH:52]1.[CH3:26][CH2:27][N:28]=[C:29]=[N:30][CH2:31][CH2:32][CH2:33][N:34]([CH3:35])[CH3:36].[CH3:58][CH2:59][O:60][C:61](=[O:62])[CH3:63].[CH:1]1([NH:4][c:5]2[cH:6][c:7](-[c:16]3[cH:17][cH:18][c:19]([F:25])[c:20]([C:21](=[O:22])[OH:23])[cH:24]3)[n:8][c:9]3[n:10]2[n:11][cH:12][c:13]3[CH:14]=[O:15])[CH2:2][CH2:3]1.[O:53]=[CH:54][N:55]([CH3:56])[CH3:57].[OH:37][n:38]1[c:39]2[c:40]([cH:41][cH:42][cH:43][cH:44]2)[n:45][n:46]1>>[CH:1]1([NH:4][c:5]2[cH:6][c:7](-[c:16]3[cH:17][cH:18][c:19]([F:25])[c:20]([C:21](=[O:22])[N:52]4[CH2:47][CH2:48][O:49][CH2:50][CH2:51]4)[cH:24]3)[n:8][c:9]3[n:10]2[n:11][cH:12][c:13]3[CH:14]=[O:15])[CH2:2][CH2:3]1.